Dataset: the Open Reaction Database (ORD), a public repository of structured organic reaction records. Task: describe an organic reaction: reactants, conditions, products, and yield Starting materials: C(=O)=O (CO2), N1=CC=CC2=CC=CC=C12 (quinoline). Reaction conditions: time 2.5 hour. Product: OC=1C=C(C=CC1)CCC#N (β-(m-hydroxyphenyl)propionitrile). Yield: 69.0%. Reaction SMILES: [C:1](=[O:3])=O.[N:4]1[C:13]2[C:8](=[CH:9][CH:10]=[CH:11]C=2)[CH:7]=[CH:6][CH:5]=1>>[OH:3][C:1]1[CH:13]=[C:8]([CH2:7][CH2:6][C:5]#[N:4])[CH:9]=[CH:10][CH:11]=1. Reported procedure: A 300 ml. flask equipped with a magnetic stirrer, cold water condenser, CO2 outlet and bubbler, and a heated oil bath was charged with 21 g. of crude α-cyano-m-hydroxydihydrocinnamic acid (above) and freshly redistilled quinoline (10 ml.). The acid underwent smooth decarboxylation at an oil bath temperature of 150°C with CO2 evolution ceasing after about 2.5 hr. For workup, the cooled mixture was treated with 200 ml. of 5N HCl and extracted thoroughly with several portions of diethyl ether total...